Dataset: the Open Reaction Database (ORD), a public repository of structured organic reaction records. Task: describe an organic reaction: reactants, conditions, products, and yield Starting materials: C(C)(C)(C)OC(NCC1CCN(CC1)C=1C=CC=C2C=CC(=NC12)C1=NN=C2N1C=CC(=C2)C=O)=O (tert-butyl(1-(2-(7-formyl-[1,2,4]triazolo[4,3-a]pyridin-3-yl)quinolin-8-yl)piperidin-4-yl)methylcarbamate), C(C)N (EtNH2), CC(=O)O (HOAc), [BH-](OC(=O)C)(OC(=O)C)OC(=O)C.[Na+] (NaB(OAc)3H). The solvent is C(Cl)Cl.CO (DCM MeOH). Conditions: time 5 hour. Product: C(C)(C)(C)OC(NCC1CCN(CC1)C=1C=CC=C2C=CC(=NC12)C1=NN=C2N1C=CC(=C2)CNCC)=O (tert-butyl(1-(2-(7-((ethylamino)methyl)-[1,2,4]triazolo[4,3-a]pyridin-3-yl)quinolin-8-yl)piperidin-4-yl)methylcarbamate). As a reaction SMILES: [C:1]([O:5][C:6](=[O:36])[NH:7][CH2:8][CH:9]1[CH2:14][CH2:13][N:12]([C:15]2[CH:16]=[CH:17][CH:18]=[C:19]3[C:24]=2[N:23]=[C:22]([C:25]2[N:29]4[CH:30]=[CH:31][C:32]([CH:34]=O)=[CH:33][C:28]4=[N:27][N:26]=2)[CH:21]=[CH:20]3)[CH2:11][CH2:10]1)([CH3:4])([CH3:3])[CH3:2].[CH2:37]([NH2:39])[CH3:38].CC(O)=O.[BH-](OC(C)=O)(OC(C)=O)OC(C)=O.[Na+]>C(Cl)Cl.CO>[C:1]([O:5][C:6](=[O:36])[NH:7][CH2:8][CH:9]1[CH2:10][CH2:11][N:12]([C:15]2[CH:16]=[CH:17][CH:18]=[C:19]3[C:24]=2[N:23]=[C:22]([C:25]2[N:29]4[CH:30]=[CH:31][C:32]([CH2:34][NH:39][CH2:37][CH3:38])=[CH:33][C:28]4=[N:27][N:26]=2)[CH:21]=[CH:20]3)[CH2:13][CH2:14]1)([CH3:3])([CH3:2])[CH3:4] |f:3.4,5.6|. Procedure details: To tert-butyl(1-(2-(7-formyl-[1,2,4]triazolo[4,3-a]pyridin-3-yl)quinolin-8-yl)piperidin-4-yl)methylcarbamate (Example 11, steps A-K; 10 mg, 0.021 mmol) in DCM/MeOH (1 mL/1 mL) was added EtNH2 (0.1 mL, 2M in THF) and HOAc (0.2 mL), followed by NaB(OAc)3H (13 mg, 0.062 mmol). The reaction mixture was stirred for 5 hours at ambient temperature and then concentrated. The crude material was purified by silica gel chromatography (DCM/MeOH/NH4OH 20:1:0.1) to provide the desired product (4 mg). MS APCI ... Reactants: O=C(Cn1cccc(OCc2ccccc2)c1=O)NOc1ccccc1, CCO, [Fe+3], [H][H]. The product is O=C(Cn1cccc(O)c1=O)NOc1ccccc1. RXN SMILES: [CH2:1]([c:2]1[cH:3][cH:4][cH:5][cH:6][cH:7]1)[O:8][c:9]1[c:10](=[O:26])[n:11]([CH2:15][C:16]([NH:17][O:18][c:19]2[cH:20][cH:21][cH:22][cH:23][cH:24]2)=[O:25])[cH:12][cH:13][cH:14]1.[CH3:29][CH2:30][OH:31].[Fe+3:32].[H:27][H:28]>>[OH:8][c:9]1[c:10](=[O:26])[n:11]([CH2:15][C:16]([NH:17][O:18][c:19]2[cH:20][cH:21][cH:22][cH:23][cH:24]2)=[O:25])[cH:12][cH:13][cH:14]1. Reactants: C1=C(C2CNCCO2)CCC(C2CCCCC2)C1, S=C(Nc1ccccc1)C1=C(C2CNCCO2)CCC(C2CCCCC2)C1, S=C=Nc1ccccc1. Product: O=C1CCC(C2CCCCC2)CC1C(=S)Nc1ccccc1. As a reaction SMILES: [CH:1]1([CH:2]2[CH2:3][CH2:4][C:5]([CH:6]3[CH2:7][NH:8][CH2:9][CH2:10][O:14]3)=[CH:11][CH2:12]2)[CH2:13][CH2:15][CH2:16][CH2:17][CH2:18]1.[CH:28]1([CH:34]2[CH2:35][C:36]([C:46]([NH:47][c:48]3[cH:49][cH:50][cH:51][cH:52][cH:53]3)=[S:54])=[C:37]([CH:40]3[CH2:41][NH:42][CH2:43][CH2:44][O:45]3)[CH2:38][CH2:39]2)[CH2:29][CH2:30][CH2:31][CH2:32][CH2:33]1.[c:19]1([N:20]=[C:21]=[S:22])[cH:23][cH:24][cH:25][cH:26][cH:27]1>>[O:14]=[C:37]1[CH:36]([C:46]([NH:47][c:48]2[cH:49][cH:50][cH:51][cH:52][cH:53]2)=[S:54])[CH2:35][CH:34]([CH:28]2[CH2:29][CH2:30][CH2:31][CH2:32][CH2:33]2)[CH2:39][CH2:38]1. Starting materials: CCn1nccc1C(=O)O, CC#N, CN(C)C=O, O=C(Cl)C(=O)Cl, COc1ccc(Cl)c(-c2ccc(N)nc2N)c1, ClCCl, C1CCOC1, Cc1cccc(C)n1. Yields the product CCn1nccc1C(=O)Nc1ccc(-c2cc(OC)ccc2Cl)c(N)n1. RXN SMILES: [CH2:1]([CH3:2])[n:3]1[n:4][cH:5][cH:6][c:7]1[C:8](=[O:9])[OH:10].[CH3:50][C:51]#[N:52].[CH3:53][N:54]([CH3:55])[CH:56]=[O:57].[Cl:11][C:12]([C:13]([Cl:14])=[O:15])=[O:16].[Cl:17][c:18]1[c:19](-[c:26]2[c:27]([NH2:33])[n:28][c:29]([NH2:32])[cH:30][cH:31]2)[cH:20][c:21]([O:24][CH3:25])[cH:22][cH:23]1.[Cl:42][CH2:43][Cl:44].[O:45]1[CH2:46][CH2:47][CH2:48][CH2:49]1.[n:34]1[c:35]([CH3:36])[cH:37][cH:38][cH:39][c:40]1[CH3:41]>>[CH2:1]([CH3:2])[n:3]1[n:4][cH:5][cH:6][c:7]1[C:8](=[O:10])[NH:32][c:29]1[n:28][c:27]([NH2:33])[c:26](-[c:19]2[c:18]([Cl:17])[cH:23][cH:22][c:21]([O:24][CH3:25])[cH:20]2)[cH:31][cH:30]1. The reactants are ClCCCl, O, O=S(=O)(c1ccccc1)n1cccc1, Cc1ccc(C(=O)Cl)cc1. Product: Cc1ccc(C(=O)c2ccn(S(=O)(=O)c3ccccc3)c2)cc1. As a reaction SMILES: [CH2:26]([Cl:27])[CH2:28][Cl:29].[OH2:25].[c:11]1([S:17](=[O:18])(=[O:19])[n:20]2[cH:21][cH:22][cH:23][cH:24]2)[cH:12][cH:13][cH:14][cH:15][cH:16]1.[c:1]1([CH3:10])[cH:2][cH:3][c:4]([C:7](=[O:8])[Cl:9])[cH:5][cH:6]1>>[c:1]1([CH3:10])[cH:2][cH:3][c:4]([C:7](=[O:8])[c:23]2[cH:22][cH:21][n:20]([S:17]([c:11]3[cH:12][cH:13][cH:14][cH:15][cH:16]3)(=[O:18])=[O:19])[cH:24]2)[cH:5][cH:6]1. The reactants are 11.3, FC1=CC=C(C=C1)CN1C(=NC2=C1C=CC=C2)NC2CCN(CC2)C2CN(CCC2)CC2=CC=CC=C2 (1-[(4-fluorophenyl)methyl]-N-[1'-(phenylmethyl) -[1,3'-bipiperidin]-4-yl]-1H-benzimidazol-2-amine), [H][H] (hydrogen). The reagents and catalysts are [Pd] (palladium-on-charcoal). The solvent is CO (methanol). Product: FC1=CC=C(C=C1)CN1C(=NC2=C1C=CC=C2)N ((4-fluorophenylmethyl]-1H-benzimidazol-2-amine). The yield is 91.5%. As a reaction SMILES: [F:1][C:2]1[CH:7]=[CH:6][C:5]([CH2:8][N:9]2[C:13]3[CH:14]=[CH:15][CH:16]=[CH:17][C:12]=3[N:11]=[C:10]2[NH:18]C2CCN(C3CCCN(CC4C=CC=CC=4)C3)CC2)=[CH:4][CH:3]=1.[H][H]>[Pd].CO>[F:1][C:2]1[CH:3]=[CH:4][C:5]([CH2:8][N:9]2[C:13]3[CH:14]=[CH:15][CH:16]=[CH:17][C:12]=3[N:11]=[C:10]2[NH2:18])=[CH:6][CH:7]=1. Procedure details: A mixture of 11.3 parts of 1-[(4-fluorophenyl)methyl]-N-[1'-(phenylmethyl) -[1,3'-bipiperidin]-4-yl]-1H-benzimidazol-2-amine and 200 parts of methanol was hydrogenated at normal pressure and at room temperature with 2 parts of palladium-on-charcoal catalyst 10%. After the calculated amount of hydrogen was taken up, the catalyst was filtered off and the filtrate was evaporated. The residue was suspended in 2,2'-oxybispropane. The product was filtered off and dried, yielding 8.5 parts (91.5%) of N... Starting materials: ClC1=CC=C(C(=O)CCC(=O)OC)C=C1 (methyl 3-(4-chlorobenzoyl)propanoate), ClC1=CC=C(C=O)C=C1 (4-chlorobenzaldehyde), C(C=CCC)(=O)OC (methyl pent-2-enoate), [C-]#N.[Na+] (sodium cyanide). Run in CN(C=O)C (dimethylformamide), petrol, ClCCl (dichloromethane). Yields the product ClC1=CC=C(C(=O)C(CC(=O)OC)CC)C=C1 (methyl 3-(4-chlorobenzoyl)pentanoate). Yield: 21.0%. As a reaction SMILES: [Cl:1][C:2]1[CH:15]=[CH:14][C:5]([C:6]([CH2:8][CH2:9][C:10]([O:12][CH3:13])=[O:11])=[O:7])=[CH:4][CH:3]=1.Cl[C:17]1C=CC(C=O)=C[CH:18]=1.C(OC)(=O)C=CCC.[C-]#N.[Na+]>CN(C)C=O.ClCCl>[Cl:1][C:2]1[CH:3]=[CH:4][C:5]([C:6]([CH:8]([CH2:17][CH3:18])[CH2:9][C:10]([O:12][CH3:13])=[O:11])=[O:7])=[CH:14][CH:15]=1 |f:3.4|. Procedure: By the procedure described for the preparation of methyl 3-(4-chlorobenzoyl)propanoate (see Example 1), 4-chlorobenzaldehyde (22.48 g), methyl pent-2-enoate (13.65 g), and sodium cyanide (3.92 g) in dry dimethylformamide (DMF: 250 ml), followed by column chromatography on silica gel using dichloromethane: 40°-60° petrol (1:2) as eluent, gave methyl 3-(4-chlorobenzoyl)pentanoate (6.5 g, 21%) as a yellow oil.